Dataset: the Open Reaction Database (ORD), a public repository of structured organic reaction records. Task: describe an organic reaction: reactants, conditions, products, and yield Reactants: [Li]CCCC (n-BuLi), CCCCCC (hexane), CN1C2=C(C3=CC(=CC=C13)C)C1=CC=CC=C1C2 (N-methyl-2-methyl-5,6-dihydroindeno[2,1-b]indole), C(C)(C)(C)N[Si](Cl)(C)C ((tert-butylamino)dimethylchlorosilane), Li. The solvent is CCOCC (Et2O). Reaction conditions: time 2 hour. Product: C[SiH](C)N(C1C2=CC=CC=C2C2=C1N(C1=CC=C(C=C21)C)C)C(C)(C)C (6[Dimethylsilyl(tert-butylamino)]N-methyl-2-methyl-5,6-dihydro indeno[2,1-b]indole). Isolated yield 106.8%. As a reaction SMILES: [Li]CCCC.CCCCCC.[CH3:12][N:13]1[C:21]2[C:16](=[CH:17][C:18]([CH3:22])=[CH:19][CH:20]=2)[C:15]2[C:23]3[C:28]([CH2:29][C:14]1=2)=[CH:27][CH:26]=[CH:25][CH:24]=3.[C:30]([NH:34][Si:35]([CH3:38])([CH3:37])Cl)([CH3:33])([CH3:32])[CH3:31]>CCOCC>[CH3:37][SiH:35]([N:34]([C:30]([CH3:33])([CH3:32])[CH3:31])[CH:29]1[C:14]2[N:13]([CH3:12])[C:21]3[C:16]([C:15]=2[C:23]2[C:28]1=[CH:27][CH:26]=[CH:25][CH:24]=2)=[CH:17][C:18]([CH3:22])=[CH:19][CH:20]=3)[CH3:38]. Procedure: 6.66 mL of n-BuLi 2.5 M in hexane (16.65 mmol) were added dropwise at 0° C. to a solution of 3.53 g of N-methyl-2-methyl-5,6-dihydroindeno[2,1-b]indole (Mw=233.32, purity 99.0%, 15.13 mmol) in Et2O. At the end of the addition, the reaction mixture was allowed to warm up to room temperature and stirred for two hours. Subsequently, 3.34 g of (tert-butylamino)dimethylchlorosilane (Mw=165.74, purity 75.0% mol., d=0.887, 20.17 mmol) were added at 0° C. to the Li salt suspension and the resulting mixt... Starting materials: ClC1=CN=C(S1)C1=NSC(=C1COC1=C(C=C(C=C1F)CCC(=O)OCC)F)C(F)(F)F (ethyl 3-(4-((3-(5-chlorothiazol-2-yl)-5-(trifluoromethyl)isothiazol-4-yl)methoxy)-3,5-difluorophenyl)propanoate), CO (MeOH). Yields the product ClC1=CN=C(S1)C1=NSC(=C1COC1=C(C=C(C=C1F)CCC(=O)OCC)F)C(F)(F)F (Ethyl 3-(4-((3-(5-chlorothiazol-2-yl)-5-(trifluoromethyl)isothiazol-4-yl)methoxy)-3,5-difluorophenyl)propanoate), FC=1C=C(C=C(C1OCC=1C(=NSC1C(F)(F)F)C=1SC(=CN1)OC)F)CCC(=O)O (3-(3,5-difluoro-4-((3-(5-methoxythiazol-2-yl)-5-(trifluoromethyl)isothiazol-4-yl)methoxy)phenyl)propanoic acid). As a reaction SMILES: [Cl:1][C:2]1[S:6][C:5]([C:7]2[C:11]([CH2:12][O:13][C:14]3[C:19]([F:20])=[CH:18][C:17]([CH2:21][CH2:22][C:23]([O:25][CH2:26][CH3:27])=[O:24])=[CH:16][C:15]=3[F:28])=[C:10]([C:29]([F:32])([F:31])[F:30])[S:9][N:8]=2)=[N:4][CH:3]=1.[CH3:33][OH:34]>>[Cl:1][C:2]1[S:6][C:5]([C:7]2[C:11]([CH2:12][O:13][C:14]3[C:15]([F:28])=[CH:16][C:17]([CH2:21][CH2:22][C:23]([O:25][CH2:26][CH3:27])=[O:24])=[CH:18][C:19]=3[F:20])=[C:10]([C:29]([F:32])([F:31])[F:30])[S:9][N:8]=2)=[N:4][CH:3]=1.[F:28][C:15]1[CH:16]=[C:17]([CH2:21][CH2:22][C:23]([OH:25])=[O:24])[CH:18]=[C:19]([F:20])[C:14]=1[O:13][CH2:12][C:11]1[C:7]([C:5]2[S:6][C:2]([O:34][CH3:33])=[CH:3][N:4]=2)=[N:8][S:9][C:10]=1[C:29]([F:32])([F:31])[F:30]. Procedure: The title compound was prepared according to the procedure described in Example 1 Step 6 by hydrolysis of ethyl 3-(4-((3-(5-chlorothiazol-2-yl)-5-(trifluoromethyl)isothiazol-4-yl)methoxy)-3,5-difluorophenyl)propanoate in MeOH instead of THF to afford compound 267 as an off-white solid. 1H NMR (400 MHz, CDCl3) δ: 7.91 (s, 1H), 6.75 (d, J=8.0 Hz, 2H), 5.26 (s, 2H), 4.12 (s, 3H), 2.88 (t, J=6.8 Hz, 2H), 2.62 (t, J=6.0 Hz, 2H). Mass spectrum (ESI, m/z): Calcd. for C18H13F5N2O4S2, 481.0 (M+H). found ...